This data is from the Open Reaction Database (ORD), a public repository of structured organic reaction records. The task is: describe an organic reaction: reactants, conditions, products, and yield Reactants: CC1(C)CC1CN, CO, NC(=O)c1ccc(Oc2cccc3c(C=O)cccc23)nc1, ClCCl, Cl, O. The product is CC1(C)CC1CNCc1cccc2c(Oc3ccc(C(N)=O)cn3)cccc12. As a reaction SMILES: [CH3:24][C:25]1([CH3:30])[CH:26]([CH2:28][NH2:29])[CH2:27]1.[CH3:31][OH:32].[CH:1](=[O:2])[c:3]1[c:4]2[cH:5][cH:6][cH:7][c:8]([O:13][c:14]3[n:15][cH:16][c:17]([C:18](=[O:19])[NH2:20])[cH:21][cH:22]3)[c:9]2[cH:10][cH:11][cH:12]1.[Cl:33][CH2:34][Cl:35].[ClH:23].[OH2:36]>>[CH2:1]([c:3]1[c:4]2[cH:5][cH:6][cH:7][c:8]([O:13][c:14]3[n:15][cH:16][c:17]([C:18](=[O:19])[NH2:20])[cH:21][cH:22]3)[c:9]2[cH:10][cH:11][cH:12]1)[NH:29][CH2:28][CH:26]1[C:25]([CH3:24])([CH3:30])[CH2:27]1. The reactants are ( 5 ), NC1=C(C(C2=CC(=CC=C2)CNC(=O)OC(C)(C)C)O)C=C(C=C1)OCC(C)C (2-amino-α-(3-tert-butoxycarbonylaminomethylphenyl)-5-isobutyloxybenzyl alcohol), C(C1=CC=CC=C1)OC1=CC=C(C=O)C=C1 (4-benzyloxy-benzaldehyde), C(C)(=O)O (acetic acid), [BH4-].C(#N)[Na] (cyano sodium borohydride). Solvent: O (water), CO (methanol). Conditions: temperature 60 celsius, time 20 minute. Yields the product C(C1=CC=CC=C1)OC1=CC=C(CNC2=C(C(C3=CC(=CC=C3)CNC(=O)OC(C)(C)C)O)C=C(C=C2)OCC(C)C)C=C1 (2-(4-benzyloxybenzylamino)-α-(3-tert-butoxycarbonylaminomethylphenyl)-5-isobutyloxybenzyl alcohol), product. Reaction SMILES: [NH2:1][C:2]1[CH:24]=[CH:23][C:22]([O:25][CH2:26][CH:27]([CH3:29])[CH3:28])=[CH:21][C:3]=1[CH:4]([OH:20])[C:5]1[CH:10]=[CH:9][CH:8]=[C:7]([CH2:11][NH:12][C:13]([O:15][C:16]([CH3:19])([CH3:18])[CH3:17])=[O:14])[CH:6]=1.[CH2:30]([O:37][C:38]1[CH:45]=[CH:44][C:41]([CH:42]=O)=[CH:40][CH:39]=1)[C:31]1[CH:36]=[CH:35][CH:34]=[CH:33][CH:32]=1.C(O)(=O)C.[BH4-].C([Na])#N>CO.O>[CH2:30]([O:37][C:38]1[CH:39]=[CH:40][C:41]([CH2:42][NH:1][C:2]2[CH:24]=[CH:23][C:22]([O:25][CH2:26][CH:27]([CH3:29])[CH3:28])=[CH:21][C:3]=2[CH:4]([OH:20])[C:5]2[CH:10]=[CH:9][CH:8]=[C:7]([CH2:11][NH:12][C:13]([O:15][C:16]([CH3:18])([CH3:19])[CH3:17])=[O:14])[CH:6]=2)=[CH:44][CH:45]=1)[C:31]1[CH:32]=[CH:33][CH:34]=[CH:35][CH:36]=1 |f:3.4|. Procedure: NMR(CDCl3) δ: 1.02(6H,d,J=6.6 Hz), 1.449(9H,s), 2.05(1H,m), 3.64(2H,d,J=6.6 Hz), 4.31(2H,d,J=5.6 Hz), 4.85(1H,m), 6.797(1H,s), 6.6-7.5(7H,m) (5) In methanol (12 ml) were dissolved 2-amino-α-(3-tert-butoxycarbonylaminomethylphenyl)-5-isobutyloxybenzyl alcohol (0.36 g), 4-benzyloxy-benzaldehyde (0.2 g) and acetic acid (0.05 g). To the solution was added cyano sodium borohydride (0.065 g). The mixture was stirred for 20 minutes at 60° C. To the reaction mixture was added water (6 ml), which was sub... Reactants: C1(=CC=CC=C1)P(=O)(C1=CC=CC=C1)Cl (diphenylphosphinic chloride), C(\C=C(/C)\CCC=C(C)C)OC1=CC=C(C(=O)O)C=C1 (4-geranyloxybenzoic acid), NCCNC=1C=NC(=CC1)OC (3-(2-aminoethylamino)-6-methoxypyridine). The solvent is C(C)N(CC)CC (triethylamine), C(Cl)(Cl)Cl (chloroform). Conditions: time 1 hour. Product: C(\C=C(/C)\CCC=C(C)C)OC1=CC=C(C(=O)NCCNC=2C=NC(=CC2)OC)C=C1 (3-[2-(4-geranyloxybenzoylamino)ethylamino]-6-methoxypyridine). Isolated yield 25.9%. RXN SMILES: [CH2:1]([O:11][C:12]1[CH:20]=[CH:19][C:15]([C:16]([OH:18])=O)=[CH:14][CH:13]=1)/[CH:2]=[C:3](/[CH2:5][CH2:6][CH:7]=[C:8]([CH3:10])[CH3:9])\[CH3:4].C1(P(Cl)(C2C=CC=CC=2)=O)C=CC=CC=1.[NH2:36][CH2:37][CH2:38][NH:39][C:40]1[CH:41]=[N:42][C:43]([O:46][CH3:47])=[CH:44][CH:45]=1>C(Cl)(Cl)Cl.C(N(CC)CC)C>[CH2:1]([O:11][C:12]1[CH:13]=[CH:14][C:15]([C:16]([NH:36][CH2:37][CH2:38][NH:39][C:40]2[CH:41]=[N:42][C:43]([O:46][CH3:47])=[CH:44][CH:45]=2)=[O:18])=[CH:19][CH:20]=1)/[CH:2]=[C:3](/[CH2:5][CH2:6][CH:7]=[C:8]([CH3:9])[CH3:10])\[CH3:4]. Reported procedure: 4-geranyloxybenzoic acid(3.48 g) was dissolved in chloroform(50 ml) and triethylamine(3.52 ml), and then diphenylphosphinic chloride(2.42 ml) was added thereto while being cooled with ice. After being stirred for 1 hour, the mixture, with 3-(2-aminoethylamino)-6-methoxypyridine(2.12 g) added thereto, was stirred for 3 hours at room temperature. The reaction mixture was washed with saturated sodium hydrogencarbonate aqueous solution and saturated brine successively, dried over sodium sulfate anhy... The reactants are NC1=NC=C(N=C1Br)Br (2-amino-3,5-dibrompyrazine), C1CCOC1 (THF), C(C)OC(CBr)OCC (bromacetaldehyde-diethylacetal). Run in O (water). Product: BrC=1N=C(C=2N(C1)C=CN2)Br (6,8-dibromo-imidazo[1,2-a]pyrazine). As a reaction SMILES: [NH2:1][C:2]1[C:7]([Br:8])=[N:6][C:5]([Br:9])=[CH:4][N:3]=1.[CH2:10]1COC[CH2:11]1.C(OC(OCC)CBr)C>O>[Br:9][C:5]1[N:6]=[C:7]([Br:8])[C:2]2[N:3]([CH:10]=[CH:11][N:1]=2)[CH:4]=1. Procedure: To a stirred suspension of 2-amino-3,5-dibrompyrazine (427 g, 1688 mmol) in water (6.4 L)/THF (482 mL), at rt was added bromacetaldehyde-diethylacetal (998 g, 5065 mmol) in one portion. After stirring under reflux for 4 h, the clear orange solution was stirred for an additional 15 h at rt. The suspension was filtered, and the remaining solid was washed with MeOH (2 L) and dried in vaccuo at 60° C. to yield 6,8-dibromo-imidazo[1,2-a]pyrazine as an off-white solid (500 g, 107% with residual MeOH):... The reactants are BrC=1C=C(N)C=CC1OC (3-bromo-4-methoxyaniline), [S-]C#N.[NH4+] (ammonium thiocyanate), BrBr (Br2). The solvent is CC(=O)O (AcOH), CC(=O)O (AcOH), CC(=O)O (AcOH). Reaction conditions: time 1 hour. The product is BrC=1C(=CC2=C(N=C(S2)N)C1)OC (5-bromo-6-methoxybenzo[d]thiazol-2-amine). The yield is 78.0%. RXN SMILES: [Br:1][C:2]1[CH:3]=[C:4]([CH:6]=[CH:7][C:8]=1[O:9][CH3:10])[NH2:5].[S-:11][C:12]#[N:13].[NH4+].BrBr>CC(O)=O>[Br:1][C:2]1[C:8]([O:9][CH3:10])=[CH:7][C:6]2[S:11][C:12]([NH2:13])=[N:5][C:4]=2[CH:3]=1 |f:1.2|. Procedure: To a solution of 3-bromo-4-methoxyaniline IV (2.0 g, 9.90 mmol) in AcOH (25.0 mL) was added ammonium thiocyanate (3.80 g, 49.50 mmol) and the reaction mixture was stirred at room temperature for 1 h. The reaction mixture was then cooled to 0° C. followed by addition of a solution of Br2 (0.60 mL, 11.0 mmol) in AcOH (10.0 mL). The reaction mixture was then allowed to stir at room temperature for 2 h. After the completion of the reaction (TLC monitoring), AcOH was distilled off, and the residue wa... The product is BrCCN(P(=O)(Cl)Cl)CCBr (Bis(2-bromoethyl)phosphoramidic dichloride). Starting materials: TEA, Br.BrCCNCCBr (bis(2-bromoethyl)amine hydrobromide), P(=O)(Cl)(Cl)Cl (phosphorus oxychloride). The yield is 34.7%. Reaction conditions: time 8 hour. Procedure details: TEA (7.12 g, 70 mmol) was added dropwise to a stirred solution of bis(2-bromoethyl)amine hydrobromide (10.00 g, 32 mmol) and phosphorus oxychloride (4.91 g, 32 mmol) in CH2Cl2 (50 ml) at 0° C. under N2. The mixture was allowed to stir overnight and then poured over ice. The layers were separated, and the aqueous layer was extracted with CH2Cl2 (3×50 ml). The organic layers were combined and dried (MgSO4). The filtrate was concentrated under reduced pressure and the residue purified by chromatogr... RXN SMILES: Br.[Br:2][CH2:3][CH2:4][NH:5][CH2:6][CH2:7][Br:8].[P:9](Cl)([Cl:12])([Cl:11])=[O:10]>C(Cl)Cl>[Br:2][CH2:3][CH2:4][N:5]([CH2:6][CH2:7][Br:8])[P:9]([Cl:12])([Cl:11])=[O:10] |f:0.1|. The solvent is C(Cl)Cl (CH2Cl2). The reactants are ClC1=C(C=CC(=C1)[N+](=O)[O-])C (2-chloro-4-nitrotoluene), BrN1C(CCC1=O)=O (N-bromosuccinimide). Reagents/catalysts: C(C1=CC=CC=C1)(=O)OOC(C1=CC=CC=C1)=O (benzoyl peroxide). Solvent: ClC(Cl)(Cl)Cl (tetrachloromethane). Product: BrCC1=C(C=C(C=C1)[N+](=O)[O-])Cl (1-(Bromomethyl)-2-chloro-4-nitrobenzene). Isolated yield 133.4%. As a reaction SMILES: [Cl:1][C:2]1[CH:7]=[C:6]([N+:8]([O-:10])=[O:9])[CH:5]=[CH:4][C:3]=1[CH3:11].[Br:12]N1C(=O)CCC1=O>ClC(Cl)(Cl)Cl.C(OOC(=O)C1C=CC=CC=1)(=O)C1C=CC=CC=1>[Br:12][CH2:11][C:3]1[CH:4]=[CH:5][C:6]([N+:8]([O-:10])=[O:9])=[CH:7][C:2]=1[Cl:1]. Procedure details: A mixture of 2-chloro-4-nitrotoluene (0.20 g, 1.17 mmol), N-bromosuccinimide (0.228 g, 1.28 mmol) and benzoyl peroxide (0.014 g, 0.058 mmol) in tetrachloromethane (7 mL) was irradiated (500 W lamp) at reflux overnight. The reaction mixture was concentrated to give a yellow oil/solid (0.391 g) which was used directly in the next step without further purification.